describe an organic reaction: reactants, conditions, products, and yield From a dataset of the Open Reaction Database (ORD), a public repository of structured organic reaction records. The reactants are ClP(OCC)(=O)CCCCC1=CC=CC=C1 (Chloro(4-phenylbutyl)phosphinic acid, ethyl ester), NC1C(N([C@H](SC1)C1=CC=CC=C1)CC(=O)OCC[Si](C)(C)C)=O ((R)-dihydro-5-amino-4-oxo-2-phenyl-2H-1,3-thiazine-3(4H)-acetic acid, trimethylsilylethyl ester). Yields the product C(C)OP(=O)(CCCCC1=CC=CC=C1)NC1C(N([C@H](SC1)C1=CC=CC=C1)CC(=O)OCC[Si](C)(C)C)=O ((R)-dihydro-5-[[ethoxy(4-phenylbutyl)phosphinyl]amino]-4-oxo-2-phenyl-2H-1,3-thiazine-3(4H)-acetic acid, trimethylsilylethyl ester). Reaction SMILES: Cl[P:2]([CH2:7][CH2:8][CH2:9][CH2:10][C:11]1[CH:16]=[CH:15][CH:14]=[CH:13][CH:12]=1)(=[O:6])[O:3][CH2:4][CH3:5].[NH2:17][CH:18]1[CH2:23][S:22][C@H:21]([C:24]2[CH:29]=[CH:28][CH:27]=[CH:26][CH:25]=2)[N:20]([CH2:30][C:31]([O:33][CH2:34][CH2:35][Si:36]([CH3:39])([CH3:38])[CH3:37])=[O:32])[C:19]1=[O:40]>>[CH2:4]([O:3][P:2]([NH:17][CH:18]1[CH2:23][S:22][C@H:21]([C:24]2[CH:25]=[CH:26][CH:27]=[CH:28][CH:29]=2)[N:20]([CH2:30][C:31]([O:33][CH2:34][CH2:35][Si:36]([CH3:38])([CH3:37])[CH3:39])=[O:32])[C:19]1=[O:40])([CH2:7][CH2:8][CH2:9][CH2:10][C:11]1[CH:16]=[CH:15][CH:14]=[CH:13][CH:12]=1)=[O:6])[CH3:5]. Procedure: Chloro(4-phenylbutyl)phosphinic acid, ethyl ester is reacted with (R)-dihydro-5-amino-4-oxo-2-phenyl-2H-1,3-thiazine-3(4H)-acetic acid, trimethylsilylethyl ester according to the procedure of Example 1(f) to yield (R)-dihydro-5-[[ethoxy(4-phenylbutyl)phosphinyl]amino]-4-oxo-2-phenyl-2H-1,3-thiazine-3(4H)-acetic acid, trimethylsilylethyl ester. Reactants: C=CCBr, CN(C)C=O, OC1CCCCCCCCCCC1, [H-], [Na+]. Yields the product CC=COC1CCCCCCCCCCC1. As a reaction SMILES: [CH2:16]([CH:17]=[CH2:18])[Br:19].[CH:20]([N:21]([CH3:22])[CH3:23])=[O:24].[CH:3]1([OH:15])[CH2:4][CH2:5][CH2:6][CH2:7][CH2:8][CH2:9][CH2:10][CH2:11][CH2:12][CH2:13][CH2:14]1.[H-:1].[Na+:2]>>[CH:3]1([O:15][CH:16]=[CH:17][CH3:18])[CH2:4][CH2:5][CH2:6][CH2:7][CH2:8][CH2:9][CH2:10][CH2:11][CH2:12][CH2:13][CH2:14]1. Starting materials: ClC1=C2C(=NN(C2=C(C=C1)C=1C(=[N+](C=CC1)[O-])[C@H](CC1=CC(=CC(=C1)F)F)NC(C(F)(F)F)=O)C)NS(=O)(=O)C ((S)-3-(4-chloro-1-methyl-3-(methylsulfonamido)-1H-indazol-7-yl)-2-(2-(3,5-difluorophenyl)-1-(2,2,2-trifluoroacetamido)ethyl)pyridine 1-oxide), O=P(Cl)(Cl)Cl (POCl3). Conditions: temperature 115 celsius, time 2 hour. Yields the product ClC1=CC=C(C(=N1)[C@H](CC1=CC(=CC(=C1)F)F)NC(C(F)(F)F)=O)C=1C=CC(=C2C(=NN(C12)C)NS(=O)(=O)C)Cl ((S)—N-(1-(6-chloro-3-(4-chloro-1-methyl-3-(methylsulfonamido)-1H-indazol-7-yl)pyridin-2-yl)-2-(3,5-difluorophenyl)ethyl)-2,2,2-trifluoroacetamide). Reaction SMILES: [Cl:1][C:2]1[CH:10]=[CH:9][C:8]([C:11]2[C:12]([C@@H:18]([NH:28][C:29](=[O:34])[C:30]([F:33])([F:32])[F:31])[CH2:19][C:20]3[CH:25]=[C:24]([F:26])[CH:23]=[C:22]([F:27])[CH:21]=3)=[N+:13]([O-])[CH:14]=[CH:15][CH:16]=2)=[C:7]2[C:3]=1[C:4]([NH:36][S:37]([CH3:40])(=[O:39])=[O:38])=[N:5][N:6]2[CH3:35].O=P(Cl)(Cl)[Cl:43]>>[Cl:43][C:14]1[N:13]=[C:12]([C@@H:18]([NH:28][C:29](=[O:34])[C:30]([F:33])([F:32])[F:31])[CH2:19][C:20]2[CH:25]=[C:24]([F:26])[CH:23]=[C:22]([F:27])[CH:21]=2)[C:11]([C:8]2[CH:9]=[CH:10][C:2]([Cl:1])=[C:3]3[C:7]=2[N:6]([CH3:35])[N:5]=[C:4]3[NH:36][S:37]([CH3:40])(=[O:38])=[O:39])=[CH:16][CH:15]=1. Reported procedure: (S)-3-(4-chloro-1-methyl-3-(methylsulfonamido)-1H-indazol-7-yl)-2-(2-(3,5-difluorophenyl)-1-(2,2,2-trifluoroacetamido)ethyl)pyridine 1-oxide (57C, 1.0 g, 1.66 mmol) was treated with POCl3 (2.32 mL, 24.84 mmol). The reaction mixture was stirred at 115° C. for 2 hours. Upon cooling, the reaction was concentrated in vacuo, taken in DCM, and vigorously stirred with saturated aqueous NaHCO3 for 1 hour. The organic layer was collected, and the aqueous layer was extracted an additional time with DCM. T... The reactants are CS(C)=O, CC(=O)N1CCc2nc(Nc3ccc(-c4cnco4)cc3)nc(OS(=O)(=O)C(F)(F)F)c2C1, NC1CCCCC1. The product is CC(=O)N1CCc2nc(Nc3ccc(-c4cnco4)cc3)nc(NC3CCCCC3)c2C1. Reaction SMILES: [CH3:41][S:42]([CH3:43])=[O:44].[F:1][C:2]([F:3])([F:4])[S:5]([O:6][c:7]1[c:8]2[c:9]([n:10][c:11]([NH:13][c:14]3[cH:15][cH:16][c:17](-[c:20]4[cH:21][n:22][cH:23][o:24]4)[cH:18][cH:19]3)[n:12]1)[CH2:25][CH2:26][N:27]([C:29]([CH3:30])=[O:31])[CH2:28]2)(=[O:32])=[O:33].[NH2:34][CH:35]1[CH2:36][CH2:37][CH2:38][CH2:39][CH2:40]1>>[c:7]1([NH:34][CH:35]2[CH2:36][CH2:37][CH2:38][CH2:39][CH2:40]2)[c:8]2[c:9]([n:10][c:11]([NH:13][c:14]3[cH:15][cH:16][c:17](-[c:20]4[cH:21][n:22][cH:23][o:24]4)[cH:18][cH:19]3)[n:12]1)[CH2:25][CH2:26][N:27]([C:29]([CH3:30])=[O:31])[CH2:28]2.